Dataset: the Open Reaction Database (ORD), a public repository of structured organic reaction records. Task: describe an organic reaction: reactants, conditions, products, and yield Reactants: CC(C)O, CCOC(=O)CCc1c[nH]c2cc(-c3noc(-c4cnc(OC(C)C)c(Cl)c4)n3)c(F)cc12, Cl, [Na+], [OH-], O. Product: CC(C)Oc1ncc(-c2nc(-c3cc4[nH]cc(CCC(=O)O)c4cc3F)no2)cc1Cl. As a reaction SMILES: [CH:37]([OH:38])([CH3:39])[CH3:40].[Cl:1][c:2]1[cH:3][c:4](-[c:12]2[n:13][c:14](-[c:17]3[c:18]([F:33])[cH:19][c:20]4[c:21]([CH2:26][CH2:27][C:28](=[O:29])[O:30][CH2:31][CH3:32])[cH:22][nH:23][c:24]4[cH:25]3)[n:15][o:16]2)[cH:5][n:6][c:7]1[O:8][CH:9]([CH3:10])[CH3:11].[ClH:36].[Na+:35].[OH-:34].[OH2:41]>>[Cl:1][c:2]1[cH:3][c:4](-[c:12]2[n:13][c:14](-[c:17]3[c:18]([F:33])[cH:19][c:20]4[c:21]([CH2:26][CH2:27][C:28](=[O:29])[OH:30])[cH:22][nH:23][c:24]4[cH:25]3)[n:15][o:16]2)[cH:5][n:6][c:7]1[O:8][CH:9]([CH3:10])[CH3:11]. Starting materials: C=Cc1ccccc1N(Cc1cc(F)c(Cl)nc1Cl)C(C)=O, ClCc1cnc(Cl)cc1Cl. Product: C=Cc1ccccc1N(Cc1cnc(Cl)cc1Cl)C(C)=O. Reaction SMILES: [Cl:11][c:12]1[c:13]([CH2:14][N:19]([C:20]([CH3:21])=[O:22])[c:23]2[c:24]([CH:29]=[CH2:30])[cH:25][cH:26][cH:27][cH:28]2)[cH:15][c:16]([F:17])[c:18]([Cl:31])[n:32]1.[Cl:1][c:2]1[n:3][cH:4][c:5]([CH2:9][Cl:10])[c:6]([Cl:8])[cH:7]1>>[Cl:1][c:2]1[n:3][cH:4][c:5]([CH2:9][N:19]([C:20]([CH3:21])=[O:22])[c:23]2[c:24]([CH:29]=[CH2:30])[cH:25][cH:26][cH:27][cH:28]2)[c:6]([Cl:8])[cH:7]1.